From a dataset of the Open Reaction Database (ORD), a public repository of structured organic reaction records. describe an organic reaction: reactants, conditions, products, and yield Reactants: aqueous solution, [OH-].[Na+] (NaOH), BrC1=C(C=C(C=C1)NCC1=C(C=C(C=C1)F)C=1C=CC(=NC1)C(=O)OC)F (methyl 5-(2-(((4-bromo-3-fluorophenyl)amino)methyl)-5-fluorophenyl)picolinate). The solvent is C1CCOC1 (THF). The product is BrC1=C(C=C(C=C1)NCC1=C(C=C(C=C1)F)C=1C=CC(=NC1)C(=O)O)F (5-(2-(((4-bromo-3-fluorophenyl)amino)methyl)-5-fluorophenyl)picolinic acid). Reaction SMILES: [OH-].[Na+].[Br:3][C:4]1[CH:9]=[CH:8][C:7]([NH:10][CH2:11][C:12]2[CH:17]=[CH:16][C:15]([F:18])=[CH:14][C:13]=2[C:19]2[CH:20]=[CH:21][C:22]([C:25]([O:27]C)=[O:26])=[N:23][CH:24]=2)=[CH:6][C:5]=1[F:29]>C1COCC1>[Br:3][C:4]1[CH:9]=[CH:8][C:7]([NH:10][CH2:11][C:12]2[CH:17]=[CH:16][C:15]([F:18])=[CH:14][C:13]=2[C:19]2[CH:20]=[CH:21][C:22]([C:25]([OH:27])=[O:26])=[N:23][CH:24]=2)=[CH:6][C:5]=1[F:29] |f:0.1|. Procedure: A 3M aqueous solution of NaOH (0.81 mL, 2.4 mmol) was added to a THF solution (13.7 mL) of methyl 5-(2-(((4-bromo-3-fluorophenyl)amino)methyl)-5-fluorophenyl)picolinate (350 mg, 0.8 mmol) and the resulting mixture was stirred at room temperature. After 2 h the resulting mixture was concentrated in vacuo, suspended in water, and acidified with 2 M HCl. The resulting precipitate was filtered off and dried in vacuo to yield the title compound. The reactants are CCS(=O)(=O)c1cc(Br)c(C)c(Br)c1, CC(C)(C)OC(=O)N1CCNCC1, CC(C)(C)[O-], Cc1ccccc1, [Na+], O=C(C=Cc1ccccc1)C=Cc1ccccc1, O=C(C=Cc1ccccc1)C=Cc1ccccc1, O=C(C=Cc1ccccc1)C=Cc1ccccc1, [Pd], [Pd], c1ccc(P(c2ccccc2)c2ccc3ccccc3c2-c2c(P(c3ccccc3)c3ccccc3)ccc3ccccc23)cc1. Product: CCS(=O)(=O)c1cc(Br)c(C)c(N2CCN(C(=O)OC(C)(C)C)CC2)c1. Reaction SMILES: [Br:1][c:2]1[c:3]([CH3:14])[c:4]([Br:13])[cH:5][c:6]([S:8](=[O:9])(=[O:10])[CH2:11][CH3:12])[cH:7]1.[C:15](=[O:16])([O:17][C:18]([CH3:19])([CH3:20])[CH3:21])[N:22]1[CH2:23][CH2:24][NH:25][CH2:26][CH2:27]1.[CH3:28][C:29]([CH3:30])([O-:31])[CH3:32].[CH3:80][c:81]1[cH:82][cH:83][cH:84][cH:85][cH:86]1.[Na+:33].[O:107]=[C:108]([CH:109]=[CH:110][c:111]1[cH:112][cH:113][cH:114][cH:115][cH:116]1)[CH:117]=[CH:118][c:119]1[cH:120][cH:121][cH:122][cH:123][cH:124]1.[O:125]=[C:126]([CH:127]=[CH:128][c:129]1[cH:130][cH:131][cH:132][cH:133][cH:134]1)[CH:135]=[CH:136][c:137]1[cH:138][cH:139][cH:140][cH:141][cH:142]1.[O:89]=[C:90]([CH:91]=[CH:92][c:93]1[cH:94][cH:95][cH:96][cH:97][cH:98]1)[CH:99]=[CH:100][c:101]1[cH:102][cH:103][cH:104][cH:105][cH:106]1.[Pd:87].[Pd:88].[cH:34]1[cH:35][cH:36][c:37]([P:38]([c:39]2[cH:40][cH:41][c:42]3[c:43]([cH:44][cH:45][cH:46][cH:47]3)[c:48]2-[c:49]2[c:50]3[c:51]([cH:52][cH:53][cH:54][cH:55]3)[cH:56][cH:57][c:58]2[P:59]([c:60]2[cH:61][cH:62][cH:63][cH:64][cH:65]2)[c:66]2[cH:67][cH:68][cH:69][cH:70][cH:71]2)[c:72]2[cH:73][cH:74][cH:75][cH:76][cH:77]2)[cH:78][cH:79]1>>[c:2]1([N:25]2[CH2:24][CH2:23][N:22]([C:15](=[O:16])[O:17][C:18]([CH3:19])([CH3:20])[CH3:21])[CH2:27][CH2:26]2)[c:3]([CH3:14])[c:4]([Br:13])[cH:5][c:6]([S:8](=[O:9])(=[O:10])[CH2:11][CH3:12])[cH:7]1.